From a dataset of the Open Reaction Database (ORD), a public repository of structured organic reaction records. describe an organic reaction: reactants, conditions, products, and yield The reactants are C1(CCCC1)OCC(=O)O (cyclopentyloxyacetic acid), N(N)C(=O)OC(C)(C)C (tert-butyl hydrazinecarboxylate), OC1=CC=CC=2NN=NC21 (hydroxybenzotriazole), Cl.C(C)N=C=NCCCN(C)C (1-ethyl-3-(3-dimethylaminopropyl)carbodiimide hydrochloride), C(C)(C)N(CC)C(C)C (diisopropylethylamine), FC(C(=O)O)(F)F (trifluoroacetic acid). Run in ClCCl (dichloromethane), ClCCl (dichloromethane). Run at time 18 hour. Product: C1(CCCC1)OCC(=O)NN (cyclopentyloxyacetic acid hydrazide). Isolated yield 94.7%. As a reaction SMILES: [CH:1]1([O:6][CH2:7][C:8]([OH:10])=O)[CH2:5][CH2:4][CH2:3][CH2:2]1.[NH:11](C(OC(C)(C)C)=O)[NH2:12].OC1C2N=NNC=2C=CC=1.Cl.C(N=C=NCCCN(C)C)C.C(N(C(C)C)CC)(C)C.FC(F)(F)C(O)=O>ClCCl>[CH:1]1([O:6][CH2:7][C:8]([NH:11][NH2:12])=[O:10])[CH2:5][CH2:4][CH2:3][CH2:2]1 |f:3.4|. Reported procedure: 2.60 g of cyclopentyloxyacetic acid (18.03 mmol, 1.0 eq.) are placed in 50 mL of dichloromethane at room temperature with stirring. 2.86 g of tert-butyl hydrazinecarboxylate (21.64 mmol, 1.2 eq.), 2.437 g of hydroxybenzotriazole (18.03 mmol, 1.0 eq.), 4.148 g of 1-ethyl-3-(3-dimethylaminopropyl)carbodiimide hydrochloride (21.64 mmol, 1.2 eq.) and 4.08 mL of diisopropylethylamine (23.44 mmol, 1.3 eq.) are successively added with stirring. After 18 hours, the reaction medium is diluted with dichlo... Starting materials: CN(C(=O)c1ccc(Cl)cc1)C1CCN(c2ccc(C(=O)O)cn2)CC1c1ccc(Cl)c(Cl)c1, N. Yields the product CN(C(=O)c1ccc(Cl)cc1)C1CCN(c2ccc(C(N)=O)cn2)CC1c1ccc(Cl)c(Cl)c1. RXN SMILES: [Cl:1][c:2]1[cH:3][cH:4][c:5]([C:8](=[O:9])[N:10]([CH:11]2[CH:12]([c:26]3[cH:27][c:28]([Cl:33])[c:29]([Cl:32])[cH:30][cH:31]3)[CH2:13][N:14]([c:17]3[cH:18][cH:19][c:20]([C:23](=[O:24])[OH:25])[cH:21][n:22]3)[CH2:15][CH2:16]2)[CH3:34])[cH:6][cH:7]1.[NH3:35]>>[Cl:1][c:2]1[cH:3][cH:4][c:5]([C:8](=[O:9])[N:10]([CH:11]2[CH:12]([c:26]3[cH:27][c:28]([Cl:33])[c:29]([Cl:32])[cH:30][cH:31]3)[CH2:13][N:14]([c:17]3[cH:18][cH:19][c:20]([C:23](=[O:25])[NH2:35])[cH:21][n:22]3)[CH2:15][CH2:16]2)[CH3:34])[cH:6][cH:7]1. Starting materials: C1CCOC1, [H][H], O=C1Nc2ccccc2C1=C(Nc1cccc([N+](=O)[O-])c1)c1ccccc1. Yields the product Nc1cccc(NC(=C2C(=O)Nc3ccccc32)c2ccccc2)c1. Reaction SMILES: [CH2:30]1[O:31][CH2:32][CH2:33][CH2:34]1.[H:28][H:29].[N+:1]([O-:2])(=[O:3])[c:4]1[cH:5][c:6]([NH:10][C:11]([c:12]2[cH:13][cH:14][cH:15][cH:16][cH:17]2)=[C:18]2[C:19](=[O:27])[NH:20][c:21]3[cH:22][cH:23][cH:24][cH:25][c:26]32)[cH:7][cH:8][cH:9]1>>[NH2:1][c:4]1[cH:5][c:6]([NH:10][C:11]([c:12]2[cH:13][cH:14][cH:15][cH:16][cH:17]2)=[C:18]2[C:19](=[O:27])[NH:20][c:21]3[cH:22][cH:23][cH:24][cH:25][c:26]32)[cH:7][cH:8][cH:9]1. The reactants are BrBr (bromine), C1=CC=CC=2CC3=C(CC(C21)=O)C=CC=C3 (10,11-dihydro-[5H]-dibenzo (a,d) cycloheptene-11-one). The solvent is C(Cl)(Cl)(Cl)Cl (carbon tetrachloride), C(Cl)(Cl)(Cl)Cl (carbon tetrachloride). Run at temperature 0 celsius, time 30 minute. Product: BrC1C(C2=C(CC3=C1C=CC=C3)C=CC=C2)=O (10-bromo-10,11-dihydro-[5H]-dibenzo (a,d) cycloheptene-11-one). As a reaction SMILES: [Br:1]Br.[CH:3]1[C:13]2[C:12](=[O:14])[CH2:11][C:10]3[CH:15]=[CH:16][CH:17]=[CH:18][C:9]=3[CH2:8][C:7]=2[CH:6]=[CH:5][CH:4]=1>C(Cl)(Cl)(Cl)Cl>[Br:1][CH:11]1[C:10]2[CH:15]=[CH:16][CH:17]=[CH:18][C:9]=2[CH2:8][C:7]2[CH:6]=[CH:5][CH:4]=[CH:3][C:13]=2[C:12]1=[O:14]. Procedure details: A solution of 1.34 ml of bromine in 10 ml of carbon tetrachloride was added to a solution of 5 g of 10,11-dihydro-[5H]-dibenzo (a,d) cycloheptene-11-one in 60 ml of carbon tetrachloride cooled to 0° C and after stirring for 30 minutes at room temperature, the insolubles were filtered off. The filtrate was distilled to dryness under reduced pressure to obtain 6.6 g of raw product which was crystallized from methanol to obtain 10-bromo-10,11-dihydro-[5H]-dibenzo (a,d) cycloheptene-11-one melting a... The reactants are FC(CN=C(NC=1SC=C(N1)CCCCCNC(SC)=NC#N)N)(F)F (2-[2-(2,2,2-trifluoroethyl)guanidino]-4-[5-(3-cyano-2-methylisothioureido)pentyl]-thiazole), NCCN (1,2-diaminoethane). Run in C(C)O (ethanol). Conditions: time 8 hour. The product is FC(CN=C(NC=1SC=C(N1)CCCCCNC(=NCCN)NC#N)N)(F)F (2-[2-(2,2,2-trifluoroethyl)guanidino]-4-[5-(3-cyano-2-[2-aminoethyl]guanidino)pentyl]thiazole). As a reaction SMILES: [F:1][C:2]([F:26])([F:25])[CH2:3][N:4]=[C:5]([NH2:24])[NH:6][C:7]1[S:8][CH:9]=[C:10]([CH2:12][CH2:13][CH2:14][CH2:15][CH2:16][NH:17][C:18](=[N:21][C:22]#[N:23])SC)[N:11]=1.[NH2:27][CH2:28][CH2:29][NH2:30]>C(O)C>[F:1][C:2]([F:26])([F:25])[CH2:3][N:4]=[C:5]([NH2:24])[NH:6][C:7]1[S:8][CH:9]=[C:10]([CH2:12][CH2:13][CH2:14][CH2:15][CH2:16][NH:17][C:18]([NH:21][C:22]#[N:23])=[N:27][CH2:28][CH2:29][NH2:30])[N:11]=1. Procedure details: A mixture of 2-[2-(2,2,2-trifluoroethyl)guanidino]-4-[5-(3-cyano-2-methylisothioureido)pentyl]-thiazole (0.5 g.) and 1,2-diaminoethane (1.5 ml.) in ethanol (1 ml.) was allowed to stand at room temperature overnight. The mixture was then evaporated to dryness and the residue purified by preparative medium pressure liquid chromatography on silica gel using methanol/chloroform 1:4 v/v as solvent to give 2-[2-(2,2,2-trifluoroethyl)guanidino]-4-[5-(3-cyano-2-[2-aminoethyl]guanidino)pentyl]thiazole as... The reactants are NC=1SC2=C(N1)CCCC2=O (2-amino-5,6-dihydro-4H-benzothiazol-7-one), COC(OC)N(C)C (dimethoxymethyldimethylamine). Reaction conditions: temperature 100 celsius, time 65 hour. Product: CN(\C=C/1\C(C2=C(N=C(S2)N=CN(C)C)CC1)=O)C (N′-{6-[1-Dimethylamino-meth-(E)-ylidene]-7-oxo-4,5,6,7-tetrahydro-benzothiazol-2-yl}-N,N-dimethyl-formamidine). Reaction SMILES: [NH2:1][C:2]1[S:3][C:4]2[C:10](=[O:11])[CH2:9][CH2:8][CH2:7][C:5]=2[N:6]=1.CO[CH:14]([N:17]([CH3:19])[CH3:18])OC>>[CH3:14][N:17]([CH3:19])/[CH:18]=[C:9]1/[C:10](=[O:11])[C:4]2[S:3][C:2]([N:1]=[CH:14][N:17]([CH3:19])[CH3:18])=[N:6][C:5]=2[CH2:7][CH2:8]/1. Procedure details: A suspension of 2-amino-5,6-dihydro-4H-benzothiazol-7-one (3.5 g, 20.81 mmol) in dimethoxymethyldimethylamine (12 mL, 90 mmol) was heated at 100° C. with stirring for 65 h. The RM was then evaporated to dryness in vacuo and the residue was suspended in EtOAc. After 1 h at 4° C., the solid was filtered off, washed with EtOAc and then dried under high vacuum at 60° C. to give the pure title product as brown crystals. LC: tR 3.25 min (method D). MS: M+H=279. 1H-NMR in DMSO-d6: 8.40 (s, 1H); 7.23 (s...